Dataset: the Open Reaction Database (ORD), a public repository of structured organic reaction records. Task: describe an organic reaction: reactants, conditions, products, and yield Starting materials: FC=1C=C(C=CC1F)[N+](=O)[O-] (3,4-difluoronitrobenzene), OC1=CC=C(C(C)(C)C2=CC(=CC=C2)C(C)(C)C2=CC=C(C=C2)O)C=C1 (1,3-bis(4-hydroxycumyl) benzene), C([O-])([O-])=O.[K+].[K+] (potassium carbonate). Run in CN(C=O)C (N,N-dimethylformamide). Conditions: temperature 80 celsius. The product is [N+](=O)([O-])C1=CC=C(OC2=CC=C(C(C)(C)C3=CC(=CC=C3)C(C3=CC=C(C=C3)OC3=CC=C(C=C3F)[N+](=O)[O-])(C)C)C=C2)C(=C1)F (1,3-bis[4-(4-nitro-6-fluorophenoxy)-α, α-dimethylbenzyl]benzene). The yield is 104.1%. Reaction SMILES: [F:1][C:2]1[CH:3]=[C:4]([N+:9]([O-:11])=[O:10])[CH:5]=[CH:6][C:7]=1F.[OH:12][C:13]1[CH:37]=[CH:36][C:16]([C:17]([C:20]2[CH:25]=[CH:24][CH:23]=[C:22]([C:26]([C:29]3[CH:34]=[CH:33][C:32]([OH:35])=[CH:31][CH:30]=3)([CH3:28])[CH3:27])[CH:21]=2)([CH3:19])[CH3:18])=[CH:15][CH:14]=1.C(=O)([O-])[O-].[K+].[K+]>CN(C)C=O>[N+:9]([C:4]1[CH:3]=[C:2]([F:1])[C:7]([O:12][C:13]2[CH:14]=[CH:15][C:16]([C:17]([C:20]3[CH:25]=[CH:24][CH:23]=[C:22]([C:26]([CH3:27])([CH3:28])[C:29]4[CH:30]=[CH:31][C:32]([O:35][C:7]5[C:2]([F:1])=[CH:3][C:4]([N+:9]([O-:11])=[O:10])=[CH:5][CH:6]=5)=[CH:33][CH:34]=4)[CH:21]=3)([CH3:19])[CH3:18])=[CH:36][CH:37]=2)=[CH:6][CH:5]=1)([O-:11])=[O:10] |f:2.3.4|. Procedure details: To a reaction vessel equipped with a thermometer, reflux condenser and a stirrer, 200 g of N,N-dimethylformamide (DMF), 65 g (0.409 mol) of 3,4-difluoronitrobenzene, 69.1 g (0.199 mol) of 1,3-bis(4-hydroxycumyl) benzene and 33.1 g (0.239 mol) of potassium carbonate were charged and warmed to 80° C. with stirring. After aging the mixture at 80° C. for 6 hours, inorganic salts was removed by filtration. The filtrate was mixed with 50 ml of water and cooled to the room temperature. The precipitated...